This data is from the Open Reaction Database (ORD), a public repository of structured organic reaction records. The task is: describe an organic reaction: reactants, conditions, products, and yield Starting materials: C1=C(C=CC=2C(C3=CC=CC=C3C(C12)=O)=O)S(=O)(=O)O (9,10-Anthraquinone-2-sulfonic acid), [Na] (sodium). The product is C1=CC=CC=2C(C3=CC=CC=C3C(C12)=O)=O (9,10-Anthraquinone). Reaction SMILES: [CH:1]1[C:14]2[C:13](=[O:15])[C:12]3[C:7](=[CH:8][CH:9]=[CH:10][CH:11]=3)[C:6](=[O:16])[C:5]=2[CH:4]=[CH:3][C:2]=1S(O)(=O)=O.[Na]>>[CH:8]1[C:7]2[C:6](=[O:16])[C:5]3[C:14](=[CH:1][CH:2]=[CH:3][CH:4]=3)[C:13](=[O:15])[C:12]=2[CH:11]=[CH:10][CH:9]=1 |^1:20|. Procedure details: 9,10-Anthraquinone-2-sulfonic acid, sodium salt Reactants: NC1=C(C(=O)OC)C=CN=C1 (methyl 3-aminoisonicotinate), ClN1C(=O)N(C(=O)C1(C)C)Cl (1,3-dichloro-5,5-dimethylhydantoin). Solvent: ClC(=C(Cl)Cl)Cl (tetrachloroethylene). Reaction conditions: temperature 80 celsius, time 3 hour. The product is NC1=C(C(=O)OC)C=CN=C1Cl (Methyl 3-Amino-2-chloroisonicotinate). RXN SMILES: [NH2:1][C:2]1[CH:11]=[N:10][CH:9]=[CH:8][C:3]=1[C:4]([O:6][CH3:7])=[O:5].[Cl:12]N1C(C)(C)C(=O)N(Cl)C1=O>ClC(Cl)=C(Cl)Cl>[NH2:1][C:2]1[C:11]([Cl:12])=[N:10][CH:9]=[CH:8][C:3]=1[C:4]([O:6][CH3:7])=[O:5]. Procedure: A mixture of 18 g (118 mmol) of methyl 3-aminoisonicotinate and 12 g (60 mmol) of 1,3-dichloro-5,5-dimethylhydantoin in 1500 mL of tetrachloroethylene was warmed slowly to 80° C. with stirring and held there for 3 hours. The solution was then cooled, filtered, washed with dilute aqueous sodium bicarbonate, dried over magnesium sulfate, filtered, and concentrated by evaporation under reduced pressure to obtain a dark oil. This oil was purified by careful column chromatography to give 6.7 g (30 pe... Reactants: Brc1cncnc1, CN(C)P(=O)(N(C)C)N(C)C, C[Si](C)(C)Cl. Yields the product C[Si](C)(C)c1cncnc1. As a reaction SMILES: [Br:6][c:7]1[cH:8][n:9][cH:10][n:11][cH:12]1.[CH3:13][N:14]([CH3:15])[P:16]([N:17]([CH3:18])[CH3:19])([N:20]([CH3:21])[CH3:22])=[O:23].[Cl:1][Si:2]([CH3:3])([CH3:4])[CH3:5]>>[Si:2]([CH3:3])([CH3:4])([CH3:5])[c:7]1[cH:8][n:9][cH:10][n:11][cH:12]1. Reactants: O=C(OCC1OC(O)CS1)c1ccccc1, CCOC(=O)Cl, c1ccncc1. Product: CCOC(=O)OC1CSC(COC(=O)c2ccccc2)O1. As a reaction SMILES: [C:1]([c:2]1[cH:3][cH:4][cH:5][cH:6][cH:7]1)(=[O:8])[O:9][CH2:10][CH:11]1[O:12][CH:13]([OH:16])[CH2:14][S:15]1.[CH2:17]([CH3:18])[O:19][C:20](=[O:21])[Cl:22].[cH:23]1[cH:24][cH:25][n:26][cH:27][cH:28]1>>[C:1]([c:2]1[cH:3][cH:4][cH:5][cH:6][cH:7]1)(=[O:8])[O:9][CH2:10][CH:11]1[O:12][CH:13]([O:16][C:20]([O:19][CH2:17][CH3:18])=[O:21])[CH2:14][S:15]1. Starting materials: C(C)(=O)NC1=NC=C(C(=C1)C=1OC(=C(N1)C(=O)NCC(OC)OC)C1=C(C=CC=C1)Cl)C (2-(2-acetamido-5-methylpyridin-4-yl)-5-(2-chlorophenyl)-N-(2,2-dimethoxyethyl)-1,3-oxazole-4-carboxamide), CS(=O)(=O)O.O=P12OP3(=O)OP(=O)(O1)OP(=O)(O2)O3 (Eaton's Reagent). Run in O (Water). Conditions: temperature 130 celsius, time 3 hour. Yields the product ClC1=C(C=CC=C1)C1=C(N=C(O1)C1=CC(=NC=C1C)NC(C)=O)C=1OC=CN1 (N-{4-[5′-(2-chlorophenyl)-2,4′-bi-1,3-oxazol-2′-yl]-5-methylpyridin-2-yl}acetamide). Yield: 2.6%. Reaction SMILES: [C:1]([NH:4][C:5]1[CH:10]=[C:9]([C:11]2[O:12][C:13]([C:25]3[CH:30]=[CH:29][CH:28]=[CH:27][C:26]=3[Cl:31])=[C:14]([C:16]([NH:18][CH2:19][CH:20]([O:23]C)OC)=O)[N:15]=2)[C:8]([CH3:32])=[CH:7][N:6]=1)(=[O:3])[CH3:2].CS(O)(=O)=O.O=P12OP3(OP(OP(O3)(O1)=O)(=O)O2)=O>O>[Cl:31][C:26]1[CH:27]=[CH:28][CH:29]=[CH:30][C:25]=1[C:13]1[O:12][C:11]([C:9]2[C:8]([CH3:32])=[CH:7][N:6]=[C:5]([NH:4][C:1](=[O:3])[CH3:2])[CH:10]=2)=[N:15][C:14]=1[C:16]1[O:23][CH:20]=[CH:19][N:18]=1 |f:1.2|. Reported procedure: A mixture of 2-(2-acetamido-5-methylpyridin-4-yl)-5-(2-chlorophenyl)-N-(2,2-dimethoxyethyl)-1,3-oxazole-4-carboxamide (0.226 g, 0.492 mmol) and Eaton's Reagent (7.7 wt % phosphorus pentoxide solution in methanesulfonic acid, 1.2 mL) was allowed to stir at 130° C. for 3 hr. Water was added to the reaction mixture and the solution was extracted with EtOAc. The organic solutions were combined, washed with brine and aqueous sat. NaHCO3, dried over MgSO4, filtered and concentrated. The residue was pu... The reactants are C, O=C(Nc1ccc(CN(C(=O)OCc2ccccc2)C2CCCCC2)cc1)c1ccc(CN(Cc2ncc[nH]2)Cc2ncc[nH]2)cc1, CO, CCO, [Pd]. The product is O=C(Nc1ccc(CNC2CCCCC2)cc1)c1ccc(CN(Cc2ncc[nH]2)Cc2ncc[nH]2)cc1. RXN SMILES: [C:53].[CH2:1]([O:2][C:3](=[O:4])[N:10]([CH:11]1[CH2:12][CH2:13][CH2:14][CH2:15][CH2:16]1)[CH2:17][c:18]1[cH:19][cH:20][c:21]([NH:24][C:25]([c:26]2[cH:27][cH:28][c:29]([CH2:32][N:33]([CH2:34][c:35]3[nH:36][cH:37][cH:38][n:39]3)[CH2:40][c:41]3[nH:42][cH:43][cH:44][n:45]3)[cH:30][cH:31]2)=[O:46])[cH:22][cH:23]1)[c:5]1[cH:6][cH:7][cH:8][cH:9][cH:47]1.[CH3:48][OH:49].[CH3:50][CH2:51][OH:52].[Pd:54]>>[NH:10]([CH:11]1[CH2:12][CH2:13][CH2:14][CH2:15][CH2:16]1)[CH2:17][c:18]1[cH:19][cH:20][c:21]([NH:24][C:25]([c:26]2[cH:27][cH:28][c:29]([CH2:32][N:33]([CH2:34][c:35]3[nH:36][cH:37][cH:38][n:39]3)[CH2:40][c:41]3[n:42][cH:43][cH:44][nH:45]3)[cH:30][cH:31]2)=[O:46])[cH:22][cH:23]1.